From a dataset of the Open Reaction Database (ORD), a public repository of structured organic reaction records. describe an organic reaction: reactants, conditions, products, and yield Reactants: ClC(Cl)Cl, Cl, [Na+], [OH-], O, O=S(=O)(Cl)Cl, NC1CCCc2sccc21. The product is NC1CCCc2sc(Cl)cc21. RXN SMILES: [CH:12]([Cl:13])([Cl:14])[Cl:15].[ClH:1].[Na+:22].[OH-:21].[OH2:23].[S:16]([Cl:17])([Cl:18])(=[O:19])=[O:20].[s:2]1[c:3]2[c:4]([cH:5][cH:6]1)[CH:7]([NH2:11])[CH2:8][CH2:9][CH2:10]2>>[s:2]1[c:3]2[c:4]([cH:5][c:6]1[Cl:13])[CH:7]([NH2:11])[CH2:8][CH2:9][CH2:10]2. Reactants: NC1=C(C=CC(=C1)Cl)C=1N(C2=CC(=CC=C2C1C1CCCCC1)C(=O)OC)CCC(=O)OCC (methyl 2-(2-amino-4-chlorophenyl)-3-cyclohexyl-1-(2-ethoxycarbonylethyl)-1H-indole-6-carboxylate), [OH-].[Na+] (sodium hydroxide), Cl (Hydrochloric acid), O (water). The solvent is O1CCCC1 (tetrahydrofuran), CO (methanol). Reaction conditions: time 2 hour. Yields the product NC1=C(C=CC(=C1)Cl)C=1N(C2=CC(=CC=C2C1C1CCCCC1)C(=O)OC)CCC(=O)O (methyl 2-(2-amino-4-chlorophenyl)-1-(2-carboxyethyl)-3-cyclohexyl-1H-indole-6-carboxylate). The yield is 96.1%. RXN SMILES: [NH2:1][C:2]1[CH:7]=[C:6]([Cl:8])[CH:5]=[CH:4][C:3]=1[C:9]1[N:10]([CH2:28][CH2:29][C:30]([O:32]CC)=[O:31])[C:11]2[C:16]([C:17]=1[CH:18]1[CH2:23][CH2:22][CH2:21][CH2:20][CH2:19]1)=[CH:15][CH:14]=[C:13]([C:24]([O:26][CH3:27])=[O:25])[CH:12]=2.[OH-].[Na+].Cl.O>O1CCCC1.CO>[NH2:1][C:2]1[CH:7]=[C:6]([Cl:8])[CH:5]=[CH:4][C:3]=1[C:9]1[N:10]([CH2:28][CH2:29][C:30]([OH:32])=[O:31])[C:11]2[C:16]([C:17]=1[CH:18]1[CH2:19][CH2:20][CH2:21][CH2:22][CH2:23]1)=[CH:15][CH:14]=[C:13]([C:24]([O:26][CH3:27])=[O:25])[CH:12]=2 |f:1.2|. Procedure: To a suspension of methyl 2-(2-amino-4-chlorophenyl)-3-cyclohexyl-1-(2-ethoxycarbonylethyl)-1H-indole-6-carboxylate (1.05 g, 2.17 mmol) in tetrahydrofuran (11 ml) and methanol (11 ml) was added 4N aqueous sodium hydroxide solution (1.08 ml, 4.34 mmol), and the mixture was stirred for 2 hr. 2N Hydrochloric acid (2.2 ml) and water were added to the reaction mixture and the mixture was extracted with ethyl acetate. The organic layer was washed with saturated brine and dried over anhydrous magnesium... Reactants: CC1=CC2=C(S1)C(=CC=C2)C(=O)O (2-methylbenzo[b]thiophene-7-carboxylic acid), Cl (hydrogen chloride), CO (methanol). Product: COC(=O)C1=CC=CC2=C1SC(=C2)C (2-methylbenzo[b]thiophene-7-carboxylic acid methyl ester). RXN SMILES: [CH3:1][C:2]1[S:6][C:5]2[C:7]([C:11]([OH:13])=[O:12])=[CH:8][CH:9]=[CH:10][C:4]=2[CH:3]=1.Cl.[CH3:15]O>>[CH3:15][O:12][C:11]([C:7]1[C:5]2[S:6][C:2]([CH3:1])=[CH:3][C:4]=2[CH:10]=[CH:9][CH:8]=1)=[O:13]. Procedure details: A solution of 2-methylbenzo[b]thiophene-7-carboxylic acid (5.1 g) in methanol (100 ml) was saturated with hydrogen chloride and then heated under reflux for 18 hours. The solution was evaporated and the residue was dissolved in ether. The ether solution was washed with sodium carbonate solution and dried (Na2SO4). Evaporation of the ether gave 2-methylbenzo[b]thiophene-7-carboxylic acid methyl ester (4.7 g), m.p. 48°-49°. Reactants: CC(C)(C)[Si](C)(C)OCCN, O=C([O-])[O-], CC(=O)[O-], CC(=O)[O-], CCOC(C)=O, Cc1ccccc1, CCCCCCC, [Cs+], [Cs+], COC(=O)CC1CCC(c2ccc(OS(=O)(=O)C(F)(F)F)c(F)c2)CC1, [Pd+2]. Product: COC(=O)CC1CCC(c2ccc(NCCO[Si](C)(C)C(C)(C)C)c(F)c2)CC1. Reaction SMILES: [C:27]([CH3:28])([CH3:29])([CH3:30])[Si:31]([O:32][CH2:33][CH2:34][NH2:35])([CH3:36])[CH3:37].[C:38](=[O:39])([O-:40])[O-:41].[C:57]([O-:58])(=[O:59])[CH3:60].[C:62]([O-:63])(=[O:64])[CH3:65].[CH3:44][CH2:45][O:46][C:47]([CH3:48])=[O:49].[CH3:50][c:51]1[cH:52][cH:53][cH:54][cH:55][cH:56]1.[CH3:66][CH2:67][CH2:68][CH2:69][CH2:70][CH2:71][CH3:72].[Cs+:42].[Cs+:43].[F:1][c:2]1[cH:3][c:4]([CH:16]2[CH2:17][CH2:18][CH:19]([CH2:22][C:23](=[O:24])[O:25][CH3:26])[CH2:20][CH2:21]2)[cH:5][cH:6][c:7]1[O:8][S:9]([C:10]([F:11])([F:12])[F:13])(=[O:14])=[O:15].[Pd+2:61]>>[F:1][c:2]1[cH:3][c:4]([CH:16]2[CH2:17][CH2:18][CH:19]([CH2:22][C:23](=[O:24])[O:25][CH3:26])[CH2:20][CH2:21]2)[cH:5][cH:6][c:7]1[NH:35][CH2:34][CH2:33][O:32][Si:31]([C:27]([CH3:28])([CH3:29])[CH3:30])([CH3:36])[CH3:37]. Procedure: Preparation according to Example 2: 4-(2,3-difluorophenyl)-1-propyl-1,2,3,6-tetrahydropyridine (3.35 g, 14.1 mmol), methanol (30 ml), palladium on carbon (0.8 g) and hydrochloric acid (1.5 ml, conc). Yield: 1.29 g (38%). The amine was converted to the hydrochloric acid salt and recrystallized from ethanol/diethyl ether: M.p. 237-238° C. MS m/z (relative intensity, 70 eV) 239 (M+, 4), 211 (13), 210 (bp), 127 (20) 70 (38). The reagents and catalysts are [Pd] (palladium on carbon). The solvent is CO (methanol). Reactants: FC1=C(C=CC=C1F)C=1CCN(CC1)CCC (4-(2,3-difluorophenyl)-1-propyl-1,2,3,6-tetrahydropyridine), Cl (hydrochloric acid), Cl (hydrochloric acid), amine. RXN SMILES: [F:1][C:2]1[C:7]([F:8])=[CH:6][CH:5]=[CH:4][C:3]=1[C:9]1[CH2:10][CH2:11][N:12]([CH2:15][CH2:16][CH3:17])[CH2:13][CH:14]=1.Cl>[Pd].CO>[F:1][C:2]1[C:7]([F:8])=[CH:6][CH:5]=[CH:4][C:3]=1[CH:9]1[CH2:14][CH2:13][N:12]([CH2:15][CH2:16][CH3:17])[CH2:11][CH2:10]1. Yields the product FC1=C(C=CC=C1F)C1CCN(CC1)CCC (4-(2,3-difluorophenyl)-1-propylpiperidine). Product: FC(F)(F)c1cc(COC2CCC3CCC2(c2ccccc2)N3)cc(C(F)(F)F)c1. The reactants are CN1C(=O)CC(=O)N(C)C1=O, ClCCl, C=CCN1C2CCC(OCc3cc(C(F)(F)F)cc(C(F)(F)F)c3)C1(c1ccccc1)CC2, [Na+], [OH-], O, c1ccc(P(c2ccccc2)(c2ccccc2)[Pd](P(c2ccccc2)(c2ccccc2)c2ccccc2)(P(c2ccccc2)(c2ccccc2)c2ccccc2)P(c2ccccc2)(c2ccccc2)c2ccccc2)cc1. RXN SMILES: [CH3:34][N:35]1[C:36](=[O:37])[CH2:38][C:39](=[O:40])[N:41]([CH3:42])[C:43]1=[O:44].[Cl:48][CH2:49][Cl:50].[F:1][C:2]([c:3]1[cH:4][c:5]([CH2:13][O:14][CH:15]2[C:16]3([c:26]4[cH:27][cH:28][cH:29][cH:30][cH:31]4)[CH2:17][CH2:18][CH:19]([CH2:20][CH2:21]2)[N:22]3[CH2:23][CH:24]=[CH2:25])[cH:6][c:7]([C:9]([F:10])([F:11])[F:12])[cH:8]1)([F:32])[F:33].[Na+:46].[OH-:45].[OH2:47].[cH:51]1[cH:52][cH:53][c:54]([P:55]([Pd:56]([P:57]([c:58]2[cH:59][cH:60][cH:61][cH:62][cH:63]2)([c:64]2[cH:65][cH:66][cH:67][cH:68][cH:69]2)[c:70]2[cH:71][cH:72][cH:73][cH:74][cH:75]2)([P:76]([c:77]2[cH:78][cH:79][cH:80][cH:81][cH:82]2)([c:83]2[cH:84][cH:85][cH:86][cH:87][cH:88]2)[c:89]2[cH:90][cH:91][cH:92][cH:93][cH:94]2)[P:95]([c:96]2[cH:97][cH:98][cH:99][cH:100][cH:101]2)([c:102]2[cH:103][cH:104][cH:105][cH:106][cH:107]2)[c:108]2[cH:109][cH:110][cH:111][cH:112][cH:113]2)([c:114]2[cH:115][cH:116][cH:117][cH:118][cH:119]2)[c:120]2[cH:121][cH:122][cH:123][cH:124][cH:125]2)[cH:126][cH:127]1>>[F:1][C:2]([c:3]1[cH:4][c:5]([CH2:13][O:14][CH:15]2[C:16]3([c:26]4[cH:27][cH:28][cH:29][cH:30][cH:31]4)[CH2:17][CH2:18][CH:19]([CH2:20][CH2:21]2)[NH:22]3)[cH:6][c:7]([C:9]([F:10])([F:11])[F:12])[cH:8]1)([F:32])[F:33]. Starting materials: C(C)N(S(=O)(=O)C1=CC=C(C=C1)C(F)(F)F)[C@@H]1CC[C@H](CC1)O (trans-N-Ethyl-N-(4-hydroxy-cyclohexyl)-4-trifluoromethyl-benzenesulfonamide), BrCCCCBr (1,4-Dibromobutane). The product is BrCCCCO[C@@H]1CC[C@H](CC1)N(S(=O)(=O)C1=CC=C(C=C1)C(F)(F)F)CC (trans-N-[4-(4-Bromo-butoxy)-cyclohexyl]-N-ethyl-4-trifluoromethyl-benzenesulfonamide). As a reaction SMILES: [CH2:1]([N:3]([C@H:17]1[CH2:22][CH2:21][C@H:20]([OH:23])[CH2:19][CH2:18]1)[S:4]([C:7]1[CH:12]=[CH:11][C:10]([C:13]([F:16])([F:15])[F:14])=[CH:9][CH:8]=1)(=[O:6])=[O:5])[CH3:2].[Br:24][CH2:25][CH2:26][CH2:27][CH2:28]Br>>[Br:24][CH2:25][CH2:26][CH2:27][CH2:28][O:23][C@H:20]1[CH2:19][CH2:18][C@H:17]([N:3]([CH2:1][CH3:2])[S:4]([C:7]2[CH:12]=[CH:11][C:10]([C:13]([F:16])([F:14])[F:15])=[CH:9][CH:8]=2)(=[O:5])=[O:6])[CH2:22][CH2:21]1. Procedure details: In analogy to example 11.11, trans-N-Ethyl-N-(4-hydroxy-cyclohexyl)-4-trifluoromethyl-benzenesulfonamide and 1,4-Dibromobutane were converted to yield trans-N-[4-(4-Bromo-butoxy)-cyclohexyl]-N-ethyl-4-trifluoromethyl-benzenesulfonamide as colorless oil, MS 470 (M−CH3, 1Br). Starting materials: C(C)(=O)Cl (acetyl chloride), COC(CCC(C(C)=O)C(C)=O)=O (4-acetyl-5-oxohexanoic acid methyl ester), [Na] (sodium), [Na] (sodium). The solvent is C(C)OCC (diethyl ether). Run at time 6 hour. Yields the product COC(CCC(C(C)=O)(C(C)=O)C(C)=O)=O (4,4-Diacetyl-5-oxohexanoic acid methyl ester). Reaction SMILES: [CH3:1][O:2][C:3](=[O:13])[CH2:4][CH2:5][CH:6]([C:10](=[O:12])[CH3:11])[C:7](=[O:9])[CH3:8].[Na].[C:15](Cl)(=[O:17])[CH3:16]>C(OCC)C>[CH3:1][O:2][C:3](=[O:13])[CH2:4][CH2:5][C:6]([C:15](=[O:17])[CH3:16])([C:7](=[O:9])[CH3:8])[C:10](=[O:12])[CH3:11] |^1:13|. Reported procedure: 92.5 g of 4-acetyl-5-oxohexanoic acid methyl ester was reacted with 11.5 g of metallic sodium in 200 ml of diethyl ether. After the dissolving of sodium was finished, 39.25 g of acetyl chloride was dropped in, and the resulting boiling mixture was stirred for 6 hours. Then, the reaction mixture was filtered, washed with aqueous potassium hydroxide and water, following by evaporation of solvent. The final vacuum distillation yielded the subject compound as a yellowish liquid having a purity of ab... The reactants are COc1cc2c(cc1Br)-c1c(-c3cccs3)c3c(n1CC2)C(=O)N(C(C)(C)C)CCCOC3, CCCC[Sn](CCCC)(CCCC)c1cnccn1, CCOCC, Cc1ccccc1, c1ccc(P(c2ccccc2)(c2ccccc2)[Pd](P(c2ccccc2)(c2ccccc2)c2ccccc2)(P(c2ccccc2)(c2ccccc2)c2ccccc2)P(c2ccccc2)(c2ccccc2)c2ccccc2)cc1. Product: COc1cc2c(cc1-c1cnccn1)-c1c(-c3cccs3)c3c(n1CC2)C(=O)N(C(C)(C)C)CCCOC3. As a reaction SMILES: [Br:1][c:2]1[c:3]([O:32][CH3:33])[cH:4][c:5]2[c:10]([cH:11]1)-[c:9]1[n:8]([c:14]3[c:13]([c:12]1-[c:27]1[s:28][cH:29][cH:30][cH:31]1)[CH2:21][O:20][CH2:19][CH2:18][CH2:17][N:16]([C:22]([CH3:23])([CH3:24])[CH3:25])[C:15]3=[O:26])[CH2:7][CH2:6]2.[CH2:34]([Sn:35]([CH2:36][CH2:37][CH2:38][CH3:45])([c:39]1[n:40][cH:41][cH:42][n:43][cH:44]1)[CH2:46][CH2:47][CH2:48][CH3:49])[CH2:50][CH2:51][CH3:52].[CH3:53][CH2:54][O:55][CH2:56][CH3:57].[CH3:58][c:59]1[cH:60][cH:61][cH:62][cH:63][cH:64]1.[cH:65]1[cH:66][cH:67][c:68]([P:69]([Pd:70]([P:71]([c:72]2[cH:73][cH:74][cH:75][cH:76][cH:77]2)([c:78]2[cH:79][cH:80][cH:81][cH:82][cH:83]2)[c:84]2[cH:85][cH:86][cH:87][cH:88][cH:89]2)([P:90]([c:91]2[cH:92][cH:93][cH:94][cH:95][cH:96]2)([c:97]2[cH:98][cH:99][cH:100][cH:101][cH:102]2)[c:103]2[cH:104][cH:105][cH:106][cH:107][cH:108]2)[P:109]([c:110]2[cH:111][cH:112][cH:113][cH:114][cH:115]2)([c:116]2[cH:117][cH:118][cH:119][cH:120][cH:121]2)[c:122]2[cH:123][cH:124][cH:125][cH:126][cH:127]2)([c:128]2[cH:129][cH:130][cH:131][cH:132][cH:133]2)[c:134]2[cH:135][cH:136][cH:137][cH:138][cH:139]2)[cH:140][cH:141]1>>[c:2]1(-[c:39]2[n:40][cH:41][cH:42][n:43][cH:44]2)[c:3]([O:32][CH3:33])[cH:4][c:5]2[c:10]([cH:11]1)-[c:9]1[n:8]([c:14]3[c:13]([c:12]1-[c:27]1[s:28][cH:29][cH:30][cH:31]1)[CH2:21][O:20][CH2:19][CH2:18][CH2:17][N:16]([C:22]([CH3:23])([CH3:24])[CH3:25])[C:15]3=[O:26])[CH2:7][CH2:6]2.